This data is from the Open Reaction Database (ORD), a public repository of structured organic reaction records. The task is: describe an organic reaction: reactants, conditions, products, and yield Starting materials: C1(=CC=C(C=C1)CN1C(=CC2=C(C=CC=C12)OC)C)C1=CC=CC=C1 (1-([1,1-biphenyl]-4-ylmethyl)-4-methoxy-2-methyl-1H-indole), B(Br)(Br)Br.C(Cl)Cl (BBr3 CH2Cl2). Product: C1(=CC=C(C=C1)CN1C(=CC2=C(C=CC=C12)O)C)C1=CC=CC=C1 (1-([1,1′-biphenyl]-4-ylmethyl)-4-hydroxy-2-methyl-1H-indole). The yield is 77.4%. RXN SMILES: [C:1]1([C:20]2[CH:25]=[CH:24][CH:23]=[CH:22][CH:21]=2)[CH:6]=[CH:5][C:4]([CH2:7][N:8]2[C:16]3[C:11](=[C:12]([O:17]C)[CH:13]=[CH:14][CH:15]=3)[CH:10]=[C:9]2[CH3:19])=[CH:3][CH:2]=1.B(Br)(Br)Br.C(Cl)Cl>>[C:1]1([C:20]2[CH:25]=[CH:24][CH:23]=[CH:22][CH:21]=2)[CH:6]=[CH:5][C:4]([CH2:7][N:8]2[C:16]3[C:11](=[C:12]([OH:17])[CH:13]=[CH:14][CH:15]=3)[CH:10]=[C:9]2[CH3:19])=[CH:3][CH:2]=1 |f:1.2|. Procedure: By the method used in Example 1, Part D, 1.3 g (4.0 mmol) of 1-([1,1-biphenyl]-4-ylmethyl)-4-methoxy-2-methyl-1H-indole was O-demethylated by treating it with 16 mL of 1M BBr3/CH2Cl2 to give 970 mg (77% yield) of crude 1-([1,1′-biphenyl]-4-ylmethyl)-4-hydroxy-2-methyl-1H-indole. The reactants are CI, Cc1nc2cnc3ccccc3c2n1CC(C)O, [H-], [Na+], C1CCOC1, O. The product is COC(C)Cn1c(C)nc2cnc3ccccc3c21. RXN SMILES: [CH3:26][I:27].[CH3:3][CH:4]([CH2:5][n:6]1[c:7]([CH3:19])[n:8][c:9]2[cH:10][n:11][c:12]3[cH:13][cH:14][cH:15][cH:16][c:17]3[c:18]12)[OH:20].[H-:1].[Na+:2].[O:21]1[CH2:22][CH2:25][CH2:24][CH2:23]1.[OH2:28]>>[CH3:3][CH:4]([CH2:5][n:6]1[c:7]([CH3:19])[n:8][c:9]2[cH:10][n:11][c:12]3[cH:13][cH:14][cH:15][cH:16][c:17]3[c:18]12)[O:20][CH3:22]. Starting materials: C(C)(=O)OCCC(=C)C1=CC=CC=C1 (3-phenyl-3-buten-1-yl acetate), S(O)(O)(=O)=O (sulfuric acid), C1CCCCC1 (cyclohexane), three, [OH-].[Na+] (sodium hydroxide), isobutyl aldehyde, isobutyl aldehyde, C(C)(=O)OCCC(=C)C1=CC=CC=C1.S(O)(O)(=O)=O (3-phenyl-3-buten-1-yl acetate sulfuric acid). Conditions: time 1 hour. The product is C(C)(C)C1OC=CC(C1)C1=CC=CC=C1 (2-ISOPROPYL-4-PHENYL-DIHYDROPYRAN). Reaction SMILES: C(OC[CH2:6][C:7]([C:9]1[CH:14]=[CH:13][CH:12]=[CH:11]C=1)=[CH2:8])(=O)C.S(=O)(=O)(O)O.C(OCCC(C1C=CC=CC=1)=C)(=[O:22])C.S(=O)(=O)(O)O.[OH-].[Na+].[CH2:41]1[CH2:46][CH2:45][CH2:44][CH2:43][CH2:42]1>>[CH:7]([CH:9]1[CH2:14][CH:13]([C:41]2[CH:46]=[CH:45][CH:44]=[CH:43][CH:42]=2)[CH:12]=[CH:11][O:22]1)([CH3:6])[CH3:8] |f:2.3,4.5|. Procedure: In a 500 ml three neck reaction flask equipped with stirrer, thermometer, reflux condenser and addition funnel is placed 72 gms (1 mole) of isobutyl aldehyde. The isobutyl aldehyde is heated to 66° C. (reflux) and from the additional funnel, over a period of 1 hour, is added a mixture of 204 g (1 mole) of 3-phenyl-3-buten-1-yl acetate and 1 g concentrated sulfuric acid. During addition of the 3-phenyl-3-buten-1-yl acetate/sulfuric acid mixture, the reaction mass temperature increases to 80°-85° ... RXN SMILES: [Br:1][c:2]1[cH:3][c:4]([F:11])[c:5]([F:10])[c:6]([CH:7]=[O:8])[cH:9]1.[CH3:17][CH2:18][O:19][C:20](=[O:21])[CH3:22].[CH3:24][N:25]1[CH2:26][CH2:27][CH2:28][C:29]1=[O:30].[Cu:12]([C:13]#[N:14])[C:15]#[N:16].[OH2:23]>>[c:2]1([C:13]#[N:14])[cH:3][c:4]([F:11])[c:5]([F:10])[c:6]([CH:7]=[O:8])[cH:9]1. The product is N#Cc1cc(F)c(F)c(C=O)c1. Starting materials: O=Cc1cc(Br)cc(F)c1F, CCOC(C)=O, CN1CCCC1=O, N#C[Cu]C#N, O. Reactants: [I-].[Na+] (Sodium iodide), CC1(OC(=CC(O1)=O)CCl)C (2,2-dimethyl-6-chloromethyl-1,3-dioxin-4-one). The solvent is CC(=O)C (acetone), CC(=O)C (acetone). Run at time 2 hour. The product is ICC1=CC(OC(O1)(C)C)=O (6-iodomethyl-2,2-dimethyl-4H-1,3-dioxin-4-one). Isolated yield 87.3%. RXN SMILES: [I-:1].[Na+].[CH3:3][C:4]1([CH3:13])[O:9][C:8](=[O:10])[CH:7]=[C:6]([CH2:11]Cl)[O:5]1>CC(C)=O>[I:1][CH2:11][C:6]1[O:5][C:4]([CH3:13])([CH3:3])[O:9][C:8](=[O:10])[CH:7]=1 |f:0.1|. Procedure: Sodium iodide (2.16 g) was dissolved in 16 mL of acetone, 2.00 g of 2,2-dimethyl-6-chloromethyl-1,3-dioxin-4-one diluted with 4 mL of acetone was added, and the mixture was stirred at room temperature for 2 hours. The insoluble matter was removed from the reaction mixture by filtration and the filtrate was concentrated. The residue was dissolved in 20 mL of chloroform, the insoluble matter was again filtered off and the filtrate was concentrated. The thus-obtained residue was purified by silica ... Reactants: C(C=1C(S)=CC=CC1)(=O)[O-] (thiosalicylate), COC(C=1C(S)=CC=C(C1)C(F)(F)F)=O (5-(trifluoromethyl)thiosalicyclic acid methyl ester), OC=1C2=C(SC1C=CC(=O)OC)C=CC(=C2)C(F)(F)F (methyl 3-(3-hydroxy-5-(trifluoromethyl)benzo[b]thiophene-2-yl)acrylate). Procedure details: When the starting thiosalicylate of the above example was replaced by 5-(trifluoromethyl)thiosalicyclic acid methyl ester, methyl 3-(3-hydroxy-5-(trifluoromethyl)benzo[b]thiophene-2-yl)acrylate, an off-white solid m/z 302 (M+.) was obtained. Product: OC=1C2=C(SC1C=CC(=O)OC)C=CC=C2 (Methyl 3-(3-hydroxybenzo[b]thiophen-2-yl)acrylate). As a reaction SMILES: C([O-])(=O)C1C(=CC=CC=1)S.COC(=O)C1C(=CC=C(C(F)(F)F)C=1)S.[OH:26][C:27]1[C:28]2[CH:41]=[C:40](C(F)(F)F)[CH:39]=[CH:38][C:29]=2[S:30][C:31]=1[CH:32]=[CH:33][C:34]([O:36][CH3:37])=[O:35]>>[OH:26][C:27]1[C:28]2[CH:41]=[CH:40][CH:39]=[CH:38][C:29]=2[S:30][C:31]=1[CH:32]=[CH:33][C:34]([O:36][CH3:37])=[O:35]. Reactants: C(C)O.FC=1C=C(OC2=CC=C(OCCO)C=C2)C=C(C1)F (2-[4-(3,5-difluorophenoxy)phenoxy]ethanol ethanol), C1(=CC=C(C=C1)S(=O)(=O)Cl)C (p-toluenesulfonyl chloride), C(C)OCC (Diethyl ether), resultant mixture. The solvent is N1=CC=CC=C1 (pyridine). Run at temperature -20 celsius. The product is C1(=CC=C(C=C1)S(=O)(=O)OCCOC1=CC=C(C=C1)OC1=CC(=CC(=C1)F)F)C (2-[4-(3,5-difluorophenoxy)phenoxy]ethyl p-toluenesulfonate). Yield: 92.8%. RXN SMILES: C(O)C.[F:4][C:5]1[CH:6]=[C:7]([CH:19]=[C:20]([F:22])[CH:21]=1)[O:8][C:9]1[CH:18]=[CH:17][C:12]([O:13][CH2:14][CH2:15][OH:16])=[CH:11][CH:10]=1.[C:23]1([CH3:33])[CH:28]=[CH:27][C:26]([S:29](Cl)(=[O:31])=[O:30])=[CH:25][CH:24]=1.C(OCC)C>N1C=CC=CC=1>[C:23]1([CH3:33])[CH:28]=[CH:27][C:26]([S:29]([O:16][CH2:15][CH2:14][O:13][C:12]2[CH:11]=[CH:10][C:9]([O:8][C:7]3[CH:6]=[C:5]([F:4])[CH:21]=[C:20]([F:22])[CH:19]=3)=[CH:18][CH:17]=2)(=[O:31])=[O:30])=[CH:25][CH:24]=1 |f:0.1|. Procedure details: To a solution of 2-[4-(3,5-difluorophenoxy)phenoxy]ethanol ethanol (2.66 g, 10.0 mmol) in pyridine (2.8 g), p-toluenesulfonyl chloride (1.91 g, 10.0 mmol) was gradually added with stirring while cooling at -20° C., and the resultant mixture was allowed to stand in a refrigerator overnight. Diethyl ether was added to the reaction mixture, which was washed with dilute hydrochloric acid until the aqueous layer became acidic, followed by washing with an aqueous sodium bicarbonate solution and a satu... Starting materials: C([O-])([O-])=O.[Na+].[Na+] (sodium carbonate), COB(C=1C=NC=CC1)OC (dimethoxy-(3-pyridyl)borane), IC1=CC=C(C=C1)C1=NC=CC=C1S(=O)(=O)NC1=NC=C(N=C1OC)C (2-(4-iodophenyl)-N-(3-methoxy-5-methylpyrazin-2-yl)pyridine-3-sulphonamide), C(C)O (ethanol). Reagents/catalysts: C=1C=CC(=CC1)[P](C=2C=CC=CC2)(C=3C=CC=CC3)[Pd]([P](C=4C=CC=CC4)(C=5C=CC=CC5)C=6C=CC=CC6)([P](C=7C=CC=CC7)(C=8C=CC=CC8)C=9C=CC=CC9)[P](C=1C=CC=CC1)(C=1C=CC=CC1)C=1C=CC=CC1 (Tetrakis(triphenylphosphine)palladium). Run in O (Water), O (water), C1(=CC=CC=C1)C (toluene). Conditions: temperature 85 celsius. The product is COC=1C(=NC=C(N1)C)NS(=O)(=O)C=1C(=NC=CC1)C1=CC=C(C=C1)C=1C=NC=CC1 (N-(3-methoxy-5-methylpyrazin-2-yl)-2-(4-[3-pyridyl]phenyl)pyridine-3-sulphonamide). Yield: 36.9%. RXN SMILES: C(=O)([O-])[O-].[Na+].[Na+].COB(OC)[C:10]1[CH:11]=[N:12][CH:13]=[CH:14][CH:15]=1.I[C:19]1[CH:24]=[CH:23][C:22]([C:25]2[C:30]([S:31]([NH:34][C:35]3[C:40]([O:41][CH3:42])=[N:39][C:38]([CH3:43])=[CH:37][N:36]=3)(=[O:33])=[O:32])=[CH:29][CH:28]=[CH:27][N:26]=2)=[CH:21][CH:20]=1.C(O)C>O.C1C=CC([P]([Pd]([P](C2C=CC=CC=2)(C2C=CC=CC=2)C2C=CC=CC=2)([P](C2C=CC=CC=2)(C2C=CC=CC=2)C2C=CC=CC=2)[P](C2C=CC=CC=2)(C2C=CC=CC=2)C2C=CC=CC=2)(C2C=CC=CC=2)C2C=CC=CC=2)=CC=1.C1(C)C=CC=CC=1>[CH3:42][O:41][C:40]1[C:35]([NH:34][S:31]([C:30]2[C:25]([C:22]3[CH:23]=[CH:24][C:19]([C:10]4[CH:11]=[N:12][CH:13]=[CH:14][CH:15]=4)=[CH:20][CH:21]=3)=[N:26][CH:27]=[CH:28][CH:29]=2)(=[O:33])=[O:32])=[N:36][CH:37]=[C:38]([CH3:43])[N:39]=1 |f:0.1.2,^1:51,53,72,91|. Reported procedure: Tetrakis(triphenylphosphine)palladium (0) (25 mg) was added to a deoxygenated solution of sodium carbonate (223 mg), dimethoxy-(3-pyridyl)borane (116 mg) and 2-(4-iodophenyl)-N-(3-methoxy-5-methylpyrazin-2-yl)pyridine-3-sulphonamide (828 mg) in a mixture of water (1.8 ml), ethanol (3 ml) and toluene (6 ml). The mixture was stirred and heated under argon at 85° C. for 17 hours and then allowed to cool to ambient temperature. Water was added and the reaction mixture was washed three times with eth... Starting materials: CCOC(=O)C(C(=O)OCC)C(=O)c1cc(F)c(C)c(F)c1Cl, O, Cc1ccc(S(=O)(=O)O)cc1. The product is CCOC(=O)CC(=O)c1cc(F)c(C)c(F)c1Cl. As a reaction SMILES: [Cl:12][c:13]1[c:14]([C:15](=[O:16])[CH:17]([C:18](=[O:19])[O:20][CH2:21][CH3:22])[C:23]([O:24][CH2:25][CH3:26])=[O:27])[cH:28][c:29]([F:34])[c:30]([CH3:33])[c:31]1[F:32].[OH2:35].[c:1]1([CH3:2])[cH:3][cH:4][c:5]([S:6]([OH:7])(=[O:8])=[O:9])[cH:10][cH:11]1>>[Cl:12][c:13]1[c:14]([C:15](=[O:16])[CH2:17][C:18](=[O:19])[O:20][CH2:21][CH3:22])[cH:28][c:29]([F:34])[c:30]([CH3:33])[c:31]1[F:32].